The task is: describe an organic reaction: reactants, conditions, products, and yield. This data is from the Open Reaction Database (ORD), a public repository of structured organic reaction records. Reactants: NC1=C(C(=NN1)NC=1C=NC=CC1)C#N (5-amino-3-(pyridin-3-ylamino)-1H-pyrazole-4-carbonitrile), OO (hydrogen peroxide), OO (hydrogen peroxide), C([O-])([O-])=O.[K+].[K+] (potassium carbonate), ice water. The solvent is CS(=O)C (DMSO). Run at time 2 hour. Product: NC1=C(C(=NN1)NC=1C=NC=CC1)C(=O)N (5-amino-3-(pyridin-3-ylamino)-1H-pyrazole-4-carboxamide), oil. Isolated yield 92.0%. Reaction SMILES: [NH2:1][C:2]1[NH:6][N:5]=[C:4]([NH:7][C:8]2[CH:9]=[N:10][CH:11]=[CH:12][CH:13]=2)[C:3]=1[C:14]#[N:15].C(=O)([O-])[O-:17].[K+].[K+].OO>CS(C)=O>[NH2:1][C:2]1[NH:6][N:5]=[C:4]([NH:7][C:8]2[CH:9]=[N:10][CH:11]=[CH:12][CH:13]=2)[C:3]=1[C:14]([NH2:15])=[O:17] |f:1.2.3|. Procedure details: Dissolved 5-amino-3-(pyridin-3-ylamino)-1H-pyrazole-4-carbonitrile (100 mg) in DMSO (5 mL), added potassium carbonate (0.50 eq., 50 mg), then added hydrogen peroxide solution (40 uL of 50% solution in H2O) dropwise over ice bath over the course of 10 minutes. After the final addition, kept on ice bath for 2 hrs, then heated to room temperature and stirred until complete by TLC. After 24 hrs, reaction was incomplete so additional (120 uL) hydrogen peroxide was added and reaction was heated to 50 ... Starting materials: BrC=1C(=C2C(=NC1)NC(=N2)C2=CC=C(C=C2)N(C)C)N2CCN(CC2)C(=O)NC2=CC=CC=C2 (4-(6-bromo-2-(4-(dimethylamino)phenyl)-3H-imidazo[4,5-b]pyridin-7-yl)-N-phenylpiperazine-1-carboxamide), N1(C=NC=C1)CC1=CC=C(C=O)C=C1 (4-(1H-imidazol-1-ylmethyl)benzaldehyde), BrC=1C(=C(C(=NC1)N)[N+](=O)[O-])N1CCN(CC1)CC=1C=NC=CC1 (5-bromo-3-nitro-4-(4-(pyridin-3-ylmethyl)piperazin-1-yl)pyridin-2-amine), [O-]S(=O)S(=O)[O-].[Na+].[Na+] (Na2S2O4). Solvent: C(C)O (ethanol), CN(C)C=O (DMF). Run at time 6 hour. Product: N1(C=NC=C1)CC1=CC=C(C=C1)C1=NC=2C(=NC=C(C2N2CCN(CC2)CC=2C=NC=CC2)Br)N1 (2-(4-((1H-Imidazol-1-yl)methyl)phenyl)-6-bromo-7-(4-(pyridin-3-ylmethyl)piperazin-1-yl)-3H-imidazo[4,5-b]pyridine). Isolated yield 22.2%. As a reaction SMILES: BrC1C(N2CCN(C(NC3C=CC=CC=3)=O)CC2)=C2N=C(C3C=CC(N(C)C)=CC=3)NC2=NC=1.[Br:35][C:36]1[C:37]([N:46]2[CH2:51][CH2:50][N:49]([CH2:52][C:53]3[CH:54]=[N:55][CH:56]=[CH:57][CH:58]=3)[CH2:48][CH2:47]2)=[C:38]([N+:43]([O-])=O)[C:39]([NH2:42])=[N:40][CH:41]=1.[O-]S(S([O-])=O)=O.[Na+].[Na+].[N:67]1([CH2:72][C:73]2[CH:80]=[CH:79][C:76]([CH:77]=O)=[CH:75][CH:74]=2)[CH:71]=[CH:70][N:69]=[CH:68]1>C(O)C.CN(C=O)C>[N:67]1([CH2:72][C:73]2[CH:80]=[CH:79][C:76]([C:77]3[NH:42][C:39]4=[N:40][CH:41]=[C:36]([Br:35])[C:37]([N:46]5[CH2:51][CH2:50][N:49]([CH2:52][C:53]6[CH:54]=[N:55][CH:56]=[CH:57][CH:58]=6)[CH2:48][CH2:47]5)=[C:38]4[N:43]=3)=[CH:75][CH:74]=2)[CH:71]=[CH:70][N:69]=[CH:68]1 |f:2.3.4|. Procedure details: This was prepared using the same procedure as for 4-(6-bromo-2-(4-(dimethylamino)phenyl)-3H-imidazo[4,5-b]pyridin-7-yl)-N-phenylpiperazine-1-carboxamide, but here using 5-bromo-3-nitro-4-(4-(pyridin-3-ylmethyl)piperazin-1-yl)pyridin-2-amine (20 mg, 0.051 mmol), DMF (0.15 mL), ethanol (0.85 mL), 1M Na2S2O4 (3 eq, 0.15 mmol, 0.15 mL) and 4-(1H-imidazol-1-ylmethyl)benzaldehyde (1.1 eq, 0.056 mmol, 11 mg). After 6 h, concentration in vacuo and purification by preparative tlc (CH2Cl2-MeOH, 9:1) gave ... Reactants: BrC=1C=C2C(=C(C=NC2=CC1)C(C)=O)Cl (1-(6-bromo-4-chloroquinolin-3-yl)ethanone), N[C@@H]1CC[C@H](CC1)NC(OC(C)(C)C)=O (tert-butyl trans-4-aminocyclohexylcarbamate). Yields the product C(C)(=O)C=1C=NC2=CC=C(C=C2C1N[C@@H]1CC[C@H](CC1)NC(OC(C)(C)C)=O)Br (tert-Butyl trans-4-(3-acetyl-6-bromoquinolin-4-ylamino)cyclohexylcarbamate). Yield: 80.4%. As a reaction SMILES: [Br:1][C:2]1[CH:3]=[C:4]2[C:9](=[CH:10][CH:11]=1)[N:8]=[CH:7][C:6]([C:12](=[O:14])[CH3:13])=[C:5]2Cl.[NH2:16][C@H:17]1[CH2:22][CH2:21][C@H:20]([NH:23][C:24](=[O:30])[O:25][C:26]([CH3:29])([CH3:28])[CH3:27])[CH2:19][CH2:18]1>>[C:12]([C:6]1[CH:7]=[N:8][C:9]2[C:4]([C:5]=1[NH:16][C@H:17]1[CH2:22][CH2:21][C@H:20]([NH:23][C:24](=[O:30])[O:25][C:26]([CH3:28])([CH3:27])[CH3:29])[CH2:19][CH2:18]1)=[CH:3][C:2]([Br:1])=[CH:11][CH:10]=2)(=[O:14])[CH3:13]. Procedure details: Following general procedure B, 1-(6-bromo-4-chloroquinolin-3-yl)ethanone (420 mg, 1.48 mmol) was reacted with tert-butyl trans-4-aminocyclohexylcarbamate (642 mg, 3.00 mmol) to afford the desired product (550 mg, 80%) as an off-white solid: ESI MS m/z 462 [C22H28BrN3O3+H]+. The reactants are C1=CCCCC1 (cyclohexene), ON1C(C=2C(C1=O)=CC=CC2)=O (N-hydroxyphthalimide), Co(AA)2, resultant mixture, O=O (oxygen), C1=CCCCC1 (cyclohexene). Solvent: C(C)#N (acetonitrile). The product is C1(C=CCCC1)=O (2-cyclohexen-1-one), C1(C=CCCC1)O (2-cyclohexen-1-ol). Yield: 13.0%. As a reaction SMILES: [CH:1]1[CH2:6][CH2:5][CH2:4][CH2:3][CH:2]=1.[OH:7]N1C(=O)[C:11]2=[CH:14][CH:15]=[CH:16][CH:17]=[C:10]2C1=O.[O:19]=O>C(#N)C>[C:1]1(=[O:7])[CH2:6][CH2:5][CH2:4][CH:3]=[CH:2]1.[CH:10]1([OH:19])[CH2:11][CH2:14][CH2:15][CH:16]=[CH:17]1. Procedure: To 25 milliliters of acetonitrile were added 1.64 grams (20 millimoles) of cyclohexene, 0.26 gram (1.6 millimoles) of N-hydroxyphthalimide and 0.043 gram (0.12 millimole) of acetylacetonatocobalt Co(AA)2. The resultant mixture was stirred in an oxygen atmosphere at 100° C. for 6 hours. The products in the reaction mixture were analyzed with gas chromatography, and cyclohexene was transformed, with a transformation rate of 90%, into 2-cyclohexen-1-one (selectivity based on cyclohexene 72%, yield ... Reactants: O=C([O-])[O-], ClCCl, FC(F)(F)c1cc(C(F)(F)F)[nH]n1, [K+], [K+], CC(C)S(=O)(=O)NC1Cc2ccc(CO)cc2C1, O=S(Cl)Cl. Yields the product CC(C)S(=O)(=O)NC1Cc2ccc(Cn3nc(C(F)(F)F)cc3C(F)(F)F)cc2C1. As a reaction SMILES: [C:36](=[O:37])([O-:38])[O-:39].[Cl:42][CH2:43][Cl:44].[F:23][C:24]([c:25]1[n:26][nH:27][c:28]([C:30]([F:31])([F:32])[F:33])[cH:29]1)([F:34])[F:35].[K+:40].[K+:41].[OH:1][CH2:2][c:3]1[cH:4][c:5]2[c:9]([cH:10][cH:11]1)[CH2:8][CH:7]([NH:12][S:13](=[O:14])(=[O:15])[CH:16]([CH3:17])[CH3:18])[CH2:6]2.[S:19]([Cl:20])([Cl:21])=[O:22]>>[CH2:2]([c:3]1[cH:4][c:5]2[c:9]([cH:10][cH:11]1)[CH2:8][CH:7]([NH:12][S:13](=[O:14])(=[O:15])[CH:16]([CH3:17])[CH3:18])[CH2:6]2)[n:26]1[c:25]([C:24]([F:23])([F:34])[F:35])[cH:29][c:28]([C:30]([F:31])([F:32])[F:33])[n:27]1. Starting materials: CN(C)C=O (DMF), OO (H2O2), CCOCC (ether), N([C@@H](CC1=CC=C(C=C1)O)C(=O)N[C@H](CCSC)C(=O)NCC(=O)N([C@@H](CC1=CC=CC=C1)C(=O)NNC(=O)N)C)C(=O)OC(C)(C)C (BOC-Tyr-(D)-Met-Gly-MePhe-NHNHCONH2). Solvent: C(C)(=O)O (acetic acid). Reaction conditions: time 10 minute. The product is N([C@@H](CC1=CC=C(C=C1)O)C(=O)N[C@H](CCS(=O)C)C(=O)NCC(=O)N([C@@H](CC1=CC=CC=C1)C(=O)NNC(=O)N)C)C(=O)OC(C)(C)C (BOC-Tyr-(D)-Met(O)-Gly-MePhe-NHNHCONH2). As a reaction SMILES: [NH:1]([C:42]([O:44][C:45]([CH3:48])([CH3:47])[CH3:46])=[O:43])[C@H:2]([C:11]([NH:13][C@@H:14]([C:19]([NH:21][CH2:22][C:23]([N:25]([CH3:41])[C@H:26]([C:34]([NH:36][NH:37][C:38]([NH2:40])=[O:39])=[O:35])[CH2:27][C:28]1[CH:33]=[CH:32][CH:31]=[CH:30][CH:29]=1)=[O:24])=[O:20])[CH2:15][CH2:16][S:17][CH3:18])=[O:12])[CH2:3][C:4]1[CH:9]=[CH:8][C:7]([OH:10])=[CH:6][CH:5]=1.OO.CC[O:53]CC.CN(C=O)C>C(O)(=O)C>[NH:1]([C:42]([O:44][C:45]([CH3:48])([CH3:47])[CH3:46])=[O:43])[C@H:2]([C:11]([NH:13][C@@H:14]([C:19]([NH:21][CH2:22][C:23]([N:25]([CH3:41])[C@H:26]([C:34]([NH:36][NH:37][C:38]([NH2:40])=[O:39])=[O:35])[CH2:27][C:28]1[CH:29]=[CH:30][CH:31]=[CH:32][CH:33]=1)=[O:24])=[O:20])[CH2:15][CH2:16][S:17]([CH3:18])=[O:53])=[O:12])[CH2:3][C:4]1[CH:5]=[CH:6][C:7]([OH:10])=[CH:8][CH:9]=1. Procedure: In 3 ml of acetic acid is dissolved 0.35 g of BOC-Tyr-(D)-Met-Gly-MePhe-NHNHCONH2 followed by addition of 0.082 ml of 30% aqueous H2O2. The solution is stirred for 10 minutes, treated with 100 ml of ether and filtered to obtain a powder. Yield 0.35 g (88%); m.p. 110°-115° C.; [α]D24 -35.1° (c=1.04, DMF); Rf1 0.05. The reactants are [OH-].[Na+] (sodium hydroxide), CN1N=C(C=C1C1=CC=CC=C1)C(=O)OCC (ethyl 1-methyl-5-phenyl-1H-3-pyrazolecarboxylate), Cl (hydrochloric acid). Solvent: C(C)O (ethanol). The product is CN1N=C(C=C1C1=CC=CC=C1)C(=O)O (1-methyl-5-phenyl-1H-3-pyrazolecarboxylic acid). The yield is 103.5%. RXN SMILES: [CH3:1][N:2]1[C:6]([C:7]2[CH:12]=[CH:11][CH:10]=[CH:9][CH:8]=2)=[CH:5][C:4]([C:13]([O:15]CC)=[O:14])=[N:3]1.[OH-].[Na+].Cl>C(O)C>[CH3:1][N:2]1[C:6]([C:7]2[CH:12]=[CH:11][CH:10]=[CH:9][CH:8]=2)=[CH:5][C:4]([C:13]([OH:15])=[O:14])=[N:3]1 |f:1.2|. Procedure: 0.55 g of ethyl 1-methyl-5-phenyl-1H-3-pyrazolecarboxylate was dissolved in 10 ml ethanol. 2 ml of 5N aqueous sodium hydroxide solution was added thereto, followed by heating under reflux for 1 hour. The reaction mixture was ice-cooled, neutralized with 2N hydrochloric acid and then extracted with ethyl acetate. The organic layer was washed with brine, dried over anhydrous magnesium sulfate and evaporated, to give 0.5 g of 1-methyl-5-phenyl-1H-3-pyrazolecarboxylic acid.